Dataset: the Open Reaction Database (ORD), a public repository of structured organic reaction records. Task: describe an organic reaction: reactants, conditions, products, and yield Reactants: COc1ccc(Br)c2nc(-c3ccc(C(C)C)cc3)[nH]c12, COCCBr, [H-], [Na+], CN(C)C=O, O. Product: COCCn1c(-c2ccc(C(C)C)cc2)nc2c(Br)ccc(OC)c21. Reaction SMILES: [Br:1][c:2]1[cH:3][cH:4][c:5]([O:20][CH3:21])[c:6]2[nH:7][c:8](-[c:11]3[cH:12][cH:13][c:14]([CH:17]([CH3:18])[CH3:19])[cH:15][cH:16]3)[n:9][c:10]12.[Br:24][CH2:25][CH2:26][O:27][CH3:28].[H-:23].[Na+:22].[O:30]=[CH:31][N:32]([CH3:33])[CH3:34].[OH2:29]>>[Br:1][c:2]1[cH:3][cH:4][c:5]([O:20][CH3:21])[c:6]2[n:7]([CH2:25][CH2:26][O:27][CH3:28])[c:8](-[c:11]3[cH:12][cH:13][c:14]([CH:17]([CH3:18])[CH3:19])[cH:15][cH:16]3)[n:9][c:10]12. Reactants: COC(=O)C(Br)c1ccc(Oc2ccc(Cl)cc2)cc1, C[O-], [I-], [K+], [Na+], O, Oc1ccc2ccccc2c1, c1ccccc1. The product is COC(=O)C(Oc1ccc2ccccc2c1)c1ccc(Oc2ccc(Cl)cc2)cc1. RXN SMILES: [Br:17][CH:18]([C:19](=[O:20])[O:21][CH3:22])[c:23]1[cH:24][cH:25][c:26]([O:29][c:30]2[cH:31][cH:32][c:33]([Cl:36])[cH:34][cH:35]2)[cH:27][cH:28]1.[CH3:12][O-:13].[I-:16].[K+:15].[Na+:14].[OH2:43].[OH:1][c:2]1[cH:3][cH:4][c:5]2[cH:6][cH:7][cH:8][cH:9][c:10]2[cH:11]1.[cH:37]1[cH:38][cH:39][cH:40][cH:41][cH:42]1>>[O:1]([c:2]1[cH:3][cH:4][c:5]2[cH:6][cH:7][cH:8][cH:9][c:10]2[cH:11]1)[CH:18]([C:19](=[O:20])[O:21][CH3:22])[c:23]1[cH:24][cH:25][c:26]([O:29][c:30]2[cH:31][cH:32][c:33]([Cl:36])[cH:34][cH:35]2)[cH:27][cH:28]1. Starting materials: C(CCC)C1=NC2=C(N1CC1=CC=C(C=C1)C=1C(=CC=CC1)C(=O)OC(C)(C)C)C=C(C=C2)NC(C(F)(F)F)=O (tert.butyl 4'-[(2-n-butyl-6-trifluoroacetylamino-benzimidazol-1-yl)-methyl]biphenyl-2-carboxylate), FC(C(=O)O)(F)F (trifluoroacetic acid). Yields the product C(CCC)C1=NC2=C(N1CC1=CC=C(C=C1)C=1C(=CC=CC1)C(=O)O)C=C(C=C2)NC(C(F)(F)F)=O (4'-[(2-n-Butyl-6-trifluoroacetylamino-benzimidazol-1-yl)-methyl]biphenyl-2-carboxylic acid). RXN SMILES: [CH2:1]([C:5]1[N:9]([CH2:10][C:11]2[CH:16]=[CH:15][C:14]([C:17]3[C:18]([C:23]([O:25]C(C)(C)C)=[O:24])=[CH:19][CH:20]=[CH:21][CH:22]=3)=[CH:13][CH:12]=2)[C:8]2[CH:30]=[C:31]([NH:34][C:35](=[O:40])[C:36]([F:39])([F:38])[F:37])[CH:32]=[CH:33][C:7]=2[N:6]=1)[CH2:2][CH2:3][CH3:4].FC(F)(F)C(O)=O>>[CH2:1]([C:5]1[N:9]([CH2:10][C:11]2[CH:12]=[CH:13][C:14]([C:17]3[C:18]([C:23]([OH:25])=[O:24])=[CH:19][CH:20]=[CH:21][CH:22]=3)=[CH:15][CH:16]=2)[C:8]2[CH:30]=[C:31]([NH:34][C:35](=[O:40])[C:36]([F:39])([F:37])[F:38])[CH:32]=[CH:33][C:7]=2[N:6]=1)[CH2:2][CH2:3][CH3:4]. Reported procedure: Prepared in analogous manner to Example 9 from tert.butyl 4'-[(2-n-butyl-6-trifluoroacetylamino-benzimidazol-1-yl)-methyl]biphenyl-2-carboxylate and trifluoroacetic acid. The reactants are C(C)OC=1C=C(C=CC1OC)C(CS(=O)(=O)C)N (1-(3-ethoxy-4-methoxyphenyl)-2-methylsulfonylethylamine), [N+](=O)([O-])C=1C=C2C(C(=O)OC2=O)=CC1 (4-nitrophthalic anhydride). Conditions: time 6 minute. Product: C(C)OC=1C=C(C=CC1OC)C(CS(=O)(=O)C)N1C(C2=CC=C(C=C2C1=O)[N+](=O)[O-])=O (2-[1-(3-ethoxy-4-methoxyphenyl)-2-methylsulfonylethyl]-5-nitro-isoindoline-1,3-dione). Yield: 86.5%. Reaction SMILES: [CH2:1]([O:3][C:4]1[CH:5]=[C:6]([CH:12]([NH2:18])[CH2:13][S:14]([CH3:17])(=[O:16])=[O:15])[CH:7]=[CH:8][C:9]=1[O:10][CH3:11])[CH3:2].[N+:19]([C:22]1[CH:23]=[C:24]2[C:29](=O)[O:28][C:26](=[O:27])[C:25]2=[CH:31][CH:32]=1)([O-:21])=[O:20]>>[CH2:1]([O:3][C:4]1[CH:5]=[C:6]([CH:12]([N:18]2[C:29](=[O:28])[C:24]3[C:25](=[CH:31][CH:32]=[C:22]([N+:19]([O-:21])=[O:20])[CH:23]=3)[C:26]2=[O:27])[CH2:13][S:14]([CH3:17])(=[O:16])=[O:15])[CH:7]=[CH:8][C:9]=1[O:10][CH3:11])[CH3:2]. Procedure: A stirred mixture of 1-(3-ethoxy-4-methoxyphenyl)-2-methylsulfonylethylamine (1.0 g, 3.7 mmol) and 4-nitrophthalic anhydride (706 mg, 3.66 mmol) was heated to melt for 6 min. The mixture was allowed to cool to room temperature. Chromatography of the resulting oil gave 2-[1-(3-ethoxy-4-methoxyphenyl)-2-methylsulfonylethyl]-5-nitro-isoindoline-1,3-dione as a solid (1.42 g, 87% yield): mp, 255.0-256.0° C.; 1H NMR (CDCl3); δ 1.47 (t, J=7 Hz, 3H, CH3), 2.91 (s, 3H, CH3), 3.71 (dd, J=4.2, 14.3 Hz, 1H,... Starting materials: COC(=O)c1ccoc1C, CC(=O)O, ClC(Cl)Cl, O=C1CCC(=O)N1Br. Product: COC(=O)c1cc(Br)oc1C. RXN SMILES: [CH3:1][O:2][C:3](=[O:4])[c:5]1[c:6]([CH3:10])[o:7][cH:8][cH:9]1.[CH3:23][C:24](=[O:25])[OH:26].[CH:19]([Cl:20])([Cl:21])[Cl:22].[O:11]=[C:12]1[N:13]([Br:18])[C:14](=[O:15])[CH2:16][CH2:17]1>>[CH3:1][O:2][C:3](=[O:4])[c:5]1[c:6]([CH3:10])[o:7][c:8]([Br:18])[cH:9]1. Reactants: Br.ClC1=C(C=C(C=C1)C=1N(C(SC1)=NC1=C(C=CC=C1)C)C)S(N(CCC)CCC)(=O)=O (4-(4-Chloro-3-dipropylsulfamoylphenyl)-3-methyl-2-(2-methylphenyl-imino)-4-thiazoline hydrobromide). Solvent: C(C)N(CC)CC (triethylamine). Yields the product ClC1=C(C=C(C=C1)C=1N(C(SC1)=NC1=C(C=CC=C1)C)C)S(N(CCC)CCC)(=O)=O (4-(4-Chloro-3-dipropylsulfamoylphenyl)-3-methyl-2-(2-methylphenyl-imino)-4-thiazoline). RXN SMILES: Br.[Cl:2][C:3]1[CH:8]=[CH:7][C:6]([C:9]2[N:10]([CH3:22])[C:11](=[N:14][C:15]3[CH:20]=[CH:19][CH:18]=[CH:17][C:16]=3[CH3:21])[S:12][CH:13]=2)=[CH:5][C:4]=1[S:23](=[O:32])(=[O:31])[N:24]([CH2:28][CH2:29][CH3:30])[CH2:25][CH2:26][CH3:27]>C(N(CC)CC)C>[Cl:2][C:3]1[CH:8]=[CH:7][C:6]([C:9]2[N:10]([CH3:22])[C:11](=[N:14][C:15]3[CH:20]=[CH:19][CH:18]=[CH:17][C:16]=3[CH3:21])[S:12][CH:13]=2)=[CH:5][C:4]=1[S:23](=[O:32])(=[O:31])[N:24]([CH2:28][CH2:29][CH3:30])[CH2:25][CH2:26][CH3:27] |f:0.1|. Procedure details: Obtained by a procedure analogous to that indicated in Example 2(a), from the corresponding hydrobromide (Example 57) and triethylamine. Colorless crystals; melting point 114°-116° C. The reactants are C(C)(=O)OCC (ethyl acetate), C(C1=CC=CC=C1)(=O)C=1C=NC2=C(C=CC=C2C1Cl)OC.C(C1=CC=CC=C1)(=O)C=1C=NC2=C(C=CC=C2C1NC1=C(C=CC=C1)OC)OC (3-benzoyl-4-(2-methoxyphenylamino)-8-methoxyquinoline 3-Benzoyl-4-chloro-8-methoxyquinoline). The solvent is O1CCOCC1 (1,4-dioxan), COC=1C(=CC=CC1)N (o-anisidine). The product is C(C1=CC=CC=C1)(=O)C=1C=NC2=C(C=CC=C2C1NC1=C(C=CC=C1)OC)OC (3-benzoyl-4-(2-methoxyphenylamino)-8-methoxyquinoline). Yield: 60.9%. Reaction SMILES: C(C1C=NC2C(C=1Cl)=CC=CC=2OC)(=O)C1C=CC=CC=1.[C:22]([C:30]1[CH:31]=[N:32][C:33]2[C:38]([C:39]=1[NH:40][C:41]1[CH:46]=[CH:45][CH:44]=[CH:43][C:42]=1[O:47][CH3:48])=[CH:37][CH:36]=[CH:35][C:34]=2[O:49][CH3:50])(=[O:29])[C:23]1[CH:28]=[CH:27][CH:26]=[CH:25][CH:24]=1.C(OCC)(=O)C>O1CCOCC1.COC1C(N)=CC=CC=1>[C:22]([C:30]1[CH:31]=[N:32][C:33]2[C:38]([C:39]=1[NH:40][C:41]1[CH:46]=[CH:45][CH:44]=[CH:43][C:42]=1[O:47][CH3:48])=[CH:37][CH:36]=[CH:35][C:34]=2[O:49][CH3:50])(=[O:29])[C:23]1[CH:28]=[CH:27][CH:26]=[CH:25][CH:24]=1 |f:0.1|. Reported procedure: Preparation of 3-benzoyl-4-(2-methoxyphenylamino)-8-methoxyquinoline 3-Benzoyl-4-chloro-8-methoxyquinoline (2.8 g, 0.0094 mol) was heated under reflux in a mixture of 1,4-dioxan (50 ml) and o-anisidine (7 ml) for 1 hour. The solvent was evaporated and the residue was dissolved in dichloromethane, and washed with dilute hydrochloric acid, sodium hydrogen carbonate solution, water and brine. The organic solution was dried and evaporated to an oil which was chromatographed (silica gel, 1% methanol ... The reactants are COC(=O)c1nn2c(c1OCc1ccccc1)C(=O)NCC2, Fc1ccc(CBr)cc1. Yields the product COC(=O)c1nn2c(c1OCc1ccccc1)C(=O)N(Cc1ccc(F)cc1)CC2. RXN SMILES: [CH2:1]([c:2]1[cH:3][cH:4][cH:5][cH:6][cH:7]1)[O:8][c:9]1[c:10]([C:19](=[O:20])[O:21][CH3:22])[n:11][n:12]2[c:13]1[C:14](=[O:18])[NH:15][CH2:16][CH2:17]2.[F:23][c:24]1[cH:25][cH:26][c:27]([CH2:28][Br:29])[cH:30][cH:31]1>>[CH2:1]([c:2]1[cH:3][cH:4][cH:5][cH:6][cH:7]1)[O:8][c:9]1[c:10]([C:19](=[O:20])[O:21][CH3:22])[n:11][n:12]2[c:13]1[C:14](=[O:18])[N:15]([CH2:28][c:27]1[cH:26][cH:25][c:24]([F:23])[cH:31][cH:30]1)[CH2:16][CH2:17]2.